Dataset: the Open Reaction Database (ORD), a public repository of structured organic reaction records. Task: describe an organic reaction: reactants, conditions, products, and yield The solvent is aqueous solution, [OH-].[Na+] (sodium hydroxide), C(C)(=O)OCC (ethyl acetate). Yields the product C(C)(=O)OCC=1CS[C@H]2N(C1C(=O)O)C(C2NC(CC(C)=O)=O)=O (3-Acetoxymethyl-7-(3-oxobutyrylamino)-3-cephem-4-carboxylic acid). Reactants: CC(=O)OCC1=C(N2[C@@H]([C@@H](C2=O)N)SC1)C(=O)O (7-aminocephalosporanic acid), C=C1CC(=O)O1 (diketene). Reported procedure: 5.44 g of 7-aminocephalosporanic acid were dissolved in 20 ml of a 1N aqueous solution of sodium hydroxide, and 1.68 g of diketene were added, with ice-cooling, to the resulting solution. The mixture was stirred at the same temperature for 1 hour, after which it was diluted with 20 ml of ethyl acetate and then acidified. The mixture was extracted twice with ethyl acetate and the combined extracts were washed with an aqueous solution of sodium chloride, dehydrated over anhydrous magnesium sulphat... Reaction SMILES: [CH3:1][C:2]([O:4][CH2:5][C:6]1[CH2:15][S:14][C@@H:9]2[C@H:10]([NH2:13])[C:11](=[O:12])[N:8]2[C:7]=1[C:16]([OH:18])=[O:17])=[O:3].[CH2:19]=[C:20]1[O:24][C:22](=[O:23])[CH2:21]1>[OH-].[Na+].C(OCC)(=O)C>[C:2]([O:4][CH2:5][C:6]1[CH2:15][S:14][C@@H:9]2[CH:10]([NH:13][C:22](=[O:23])[CH2:21][C:20](=[O:24])[CH3:19])[C:11](=[O:12])[N:8]2[C:7]=1[C:16]([OH:18])=[O:17])(=[O:3])[CH3:1] |f:2.3|. Reaction conditions: time 1 hour. The yield is 61.8%. Procedure: Pyrrolidine (0.5 mL) was added to 2-aminocarbonylamino-5-[2-(3-chloropropyloxy)phenyl]pyrrole-3-carboxamide (Compound No. 4-29, 30 mg, 0.090 mmol), the whole was sealed and stirred at 120° C. for 5 hours. This mixture was purified by silica gel column chromatography to give the target compound (14 mg) as a brown amorphous Powder (Yield 42%). The reactants are N1CCCC1 (Pyrrolidine), NC(=O)NC=1NC(=CC1C(=O)N)C1=C(C=CC=C1)OCCCCl (2-aminocarbonylamino-5-[2-(3-chloropropyloxy)phenyl]pyrrole-3-carboxamide). Reaction conditions: temperature 120 celsius, time 5 hour. Product: NC(=O)NC=1NC(=CC1C(=O)N)C1=C(C=CC=C1)OCCCN1CCCC1 (2-Aminocarbonylamino-5-[2-[3-(pyrrolidin-1-yl)propyloxy]phenyl]pyrrole-3-carboxamide). Isolated yield 42.0%. As a reaction SMILES: [NH:1]1[CH2:5][CH2:4][CH2:3][CH2:2]1.[NH2:6][C:7]([NH:9][C:10]1[NH:11][C:12]([C:18]2[CH:23]=[CH:22][CH:21]=[CH:20][C:19]=2[O:24][CH2:25][CH2:26][CH2:27]Cl)=[CH:13][C:14]=1[C:15]([NH2:17])=[O:16])=[O:8]>>[NH2:6][C:7]([NH:9][C:10]1[NH:11][C:12]([C:18]2[CH:23]=[CH:22][CH:21]=[CH:20][C:19]=2[O:24][CH2:25][CH2:26][CH2:27][N:1]2[CH2:5][CH2:4][CH2:3][CH2:2]2)=[CH:13][C:14]=1[C:15]([NH2:17])=[O:16])=[O:8].